Dataset: the Open Reaction Database (ORD), a public repository of structured organic reaction records. Task: describe an organic reaction: reactants, conditions, products, and yield Starting materials: Cc1cccc(O)c1, CN(C)C#N, Cl, [Na+], Nc1ccccc1N1CCOCC1, [OH-], O. Yields the product CN(C)C(N)=Nc1ccccc1N1CCOCC1. Reaction SMILES: [CH3:15][c:16]1[cH:17][c:18]([OH:19])[cH:20][cH:21][cH:22]1.[CH3:23][N:24]([C:25]#[N:26])[CH3:27].[ClH:1].[Na+:29].[O:2]1[CH2:3][CH2:4][N:5]([c:8]2[c:9]([NH2:10])[cH:11][cH:12][cH:13][cH:14]2)[CH2:6][CH2:7]1.[OH-:28].[OH2:30]>>[O:2]1[CH2:3][CH2:4][N:5]([c:8]2[c:9]([N:10]=[C:25]([N:24]([CH3:23])[CH3:27])[NH2:26])[cH:11][cH:12][cH:13][cH:14]2)[CH2:6][CH2:7]1. The reactants are C(C)(C)N(CC)C(C)C (Diisopropylethylamine), ClC=1C=CC(=C(CNC([C@H]2NCCC2)=O)C1)N1N=CN=C1 (N-[5-chloro-2-(1H-1,2,4-triazol-1-yl)benzyl]-L-prolinamide), C(C)(C)(C)OC(=O)N[C@H](CC1CC1)C(=O)O (N-(tert-butoxycarbonyl)-3-cyclopropyl-D-alanine), C1=CC=C2C(=C1)N=NN2O.O (HOBt hydrate), C(CCl)Cl (EDC). The solvent is CN(C)C=O (DMF). Reaction conditions: time 18 hour. Product: C(C)(C)(C)OC(=O)N[C@H](CC1CC1)C(=O)N1[C@H](C(=O)NCC2=C(C=CC(=C2)Cl)N2N=CN=C2)CCC1 (N-(tert-butoxycarbonyl)-3-cyclopropyl-D-alanyl-N-[5-chloro-2-(1H-1,2,4-triazol-1-yl)benzyl]-L-prolinamide). Yield: 92.7%. As a reaction SMILES: [Cl:1][C:2]1[CH:3]=[CH:4][C:5]([N:17]2[CH:21]=[N:20][CH:19]=[N:18]2)=[C:6]([CH:16]=1)[CH2:7][NH:8][C:9](=[O:15])[C@@H:10]1[CH2:14][CH2:13][CH2:12][NH:11]1.[C:22]([O:26][C:27]([NH:29][C@@H:30]([C:35](O)=[O:36])[CH2:31][CH:32]1[CH2:34][CH2:33]1)=[O:28])([CH3:25])([CH3:24])[CH3:23].C1C=C2N=NN(O)C2=CC=1.O.C(Cl)CCl.C(N(C(C)C)CC)(C)C>CN(C=O)C>[C:22]([O:26][C:27]([NH:29][C@@H:30]([C:35]([N:11]1[CH2:12][CH2:13][CH2:14][C@H:10]1[C:9]([NH:8][CH2:7][C:6]1[CH:16]=[C:2]([Cl:1])[CH:3]=[CH:4][C:5]=1[N:17]1[CH:21]=[N:20][CH:19]=[N:18]1)=[O:15])=[O:36])[CH2:31][CH:32]1[CH2:34][CH2:33]1)=[O:28])([CH3:24])([CH3:25])[CH3:23] |f:2.3|. Procedure: To a stirred solution of N-[5-chloro-2-(1H1,2,4-triazol-1-yl)benzyl]-L-prolinamide (Example 27, Step B, 0.046 g, 0.121 mmol), N-(tert-butoxycarbonyl)-3-cyclopropyl-D-alanine (30 mg, 0.121 mmol), and HOBt hydrate (20 mg, 0.145 mmol) in DMF (3 mL) was added EDC (0.028 g, 0.145 mmol). Diisopropylethylamine (0.083 mL, 0.484 mmol) was added and the mixture was stirred at ambient temperature for 18 hours, at which time HPLC analysis indicated complete consumption of the proline starting material. The ... Reactants: ice, [Cl-].[Na+] (sodium chloride), O (water), ClC1=NC(=NC(=C1C)Cl)C (4,6-dichloro-2,5-dimethylpyrimidine), [OH-].[Na+] (sodium hydroxide). Run in S(O)(O)(=O)=O (sulfuric acid). Conditions: temperature 23 celsius, time 2 hour. The product is CC1=NC(=C(C(=N1)O)C)Cl (2,5-Dimethyl-4-hydroxy-6-chloropyrimidine). The yield is 94.0%. Reaction SMILES: [OH2:1].[Cl:2][C:3]1[C:8]([CH3:9])=[C:7](Cl)[N:6]=[C:5]([CH3:11])[N:4]=1.[OH-].[Na+].[Cl-].[Na+]>S(=O)(=O)(O)O>[CH3:11][C:5]1[N:6]=[C:7]([OH:1])[C:8]([CH3:9])=[C:3]([Cl:2])[N:4]=1 |f:2.3,4.5|. Procedure details: To a solution of water (5.6 mL) in sulfuric acid (21 mL) at 20° C. was added the 4,6-dichloro-2,5-dimethylpyrimidine (9.3 g, 52.5 mmol). The reaction mixture was stirred for 2 hours at 23° C. and then poured onto ice to which sodium hydroxide (16 g, 400 mmol) had been added. When the ice melted, sodium chloride (60 g) was dissolved in the solution which was then extracted with ethyl acetate. The combined ethyl acetate extracts were dried, filtered, and concentrated in vacuo to afford 7.8 g (94%)... The reactants are ClCCCC(S(=O)(=O)C1=CC=CC=C1)C1=CC=CC=C1 (1-chloro-4-phenyl-4-phenylsulfonylbutane), C1(=CC=CC=C1)N1CCNCC1 (1-phenylpiperazine), C([O-])([O-])=O.[Na+].[Na+] (sodium carbonate), CN(C=O)C (dimethylformamide). The solvent is O (water). Conditions: time 23 hour. Yields the product C(C(=O)O)(=O)O.C1(=CC=CC=C1)C(CCCN1CCN(CC1)C1=CC=CC=C1)S(=O)(=O)C1=CC=CC=C1 (1-(4-phenyl-4-phenylsulfonylbutyl)-4-phenylpiperazine oxalate). As a reaction SMILES: Cl[CH2:2][CH2:3][CH2:4][CH:5]([C:15]1[CH:20]=[CH:19][CH:18]=[CH:17][CH:16]=1)[S:6]([C:9]1[CH:14]=[CH:13][CH:12]=[CH:11][CH:10]=1)(=[O:8])=[O:7].[C:21]1([N:27]2[CH2:32][CH2:31][NH:30][CH2:29][CH2:28]2)[CH:26]=[CH:25][CH:24]=[CH:23][CH:22]=1.[C:33](=[O:36])([O-:35])[O-].[Na+].[Na+].CN(C)[CH:41]=[O:42]>O>[C:41]([OH:42])(=[O:7])[C:33]([OH:35])=[O:36].[C:15]1([CH:5]([S:6]([C:9]2[CH:14]=[CH:13][CH:12]=[CH:11][CH:10]=2)(=[O:8])=[O:7])[CH2:4][CH2:3][CH2:2][N:30]2[CH2:31][CH2:32][N:27]([C:21]3[CH:26]=[CH:25][CH:24]=[CH:23][CH:22]=3)[CH2:28][CH2:29]2)[CH:20]=[CH:19][CH:18]=[CH:17][CH:16]=1 |f:2.3.4,7.8|. Procedure: A mixture of 6.16 g of 1-chloro-4-phenyl-4-phenylsulfonylbutane, 4.25 g of 1-phenylpiperazine, 3.5 of sodium carbonate and 80 ml of dimethylformamide was refluxed with stirring for 23 hours. After cooling, water was added to the reaction mixture. The resulting mixture was extracted with chloroform, and the extract was washed with a 10% aqueous hydrochloric acid solution and with an aqueous potassium carbonate solution. To the organic layer was added 1.8 g of oxalic acid. The resulting oxalate wa... Starting materials: N/C=1/C\C(=C/C2=C(\N1)C=C(C=C2)Br)\C(=O)N(CCC)CCC ((1E,4E)-2-amino-8-bromo-N,N-dipropyl-3H-benzo[b]azepine-4-carboxamide), CC1(OB(OC1(C)C)C1=CC=C(C=C1)C1OC(OC1)=O)C (4-(4-(4,4,5,5-tetramethyl-1,3,2-dioxaborolan-2-yl)phenyl)-1,3-dioxolan-2-one). The product is N/C=1/C\C(=C/C2=C(\N1)C=C(C=C2)C2=CC=C(C=C2)C2OC(OC2)=O)\C(=O)N(CCC)CCC ((1E,4E)-2-amino-8-(4-(2-oxo-1,3-dioxolan-4-yl)phenyl)-N,N-dipropyl-3H-benzo[b]azepine-4-carboxamide). Isolated yield 9.0%. RXN SMILES: [NH2:1][C:2]1[CH2:3][C:4]([C:14]([N:16]([CH2:20][CH2:21][CH3:22])[CH2:17][CH2:18][CH3:19])=[O:15])=[CH:5][C:6]2[CH:12]=[CH:11][C:10](Br)=[CH:9][C:7]=2[N:8]=1.CC1(C)C(C)(C)OB([C:31]2[CH:36]=[CH:35][C:34]([CH:37]3[CH2:41][O:40][C:39](=[O:42])[O:38]3)=[CH:33][CH:32]=2)O1>>[NH2:1][C:2]1[CH2:3][C:4]([C:14]([N:16]([CH2:20][CH2:21][CH3:22])[CH2:17][CH2:18][CH3:19])=[O:15])=[CH:5][C:6]2[CH:12]=[CH:11][C:10]([C:31]3[CH:32]=[CH:33][C:34]([CH:37]4[CH2:41][O:40][C:39](=[O:42])[O:38]4)=[CH:35][CH:36]=3)=[CH:9][C:7]=2[N:8]=1. Reported procedure: Reaction of (1E,4E)-2-amino-8-bromo-N,N-dipropyl-3H-benzo[b]azepine-4-carboxamide and 4-(4-(4,4,5,5-tetramethyl-1,3,2-dioxaborolan-2-yl)phenyl)-1,3-dioxolan-2-one as follows yielded (1E,4E)-2-amino-8-(4-(2-oxo-1,3-dioxolan-4-yl)phenyl)-N,N-dipropyl-3H-benzo[b]azepine-4-carboxamide (9%). (1E,4E)-2-amino-8-bromo-N,N-dipropyl-3H-benzo[b]azepine-4-carboxamide (75.0 mgs, 0.206 mmol), 4-(methoxycarbonyl)phenylboronic acid (55.6 mgs, 0.309 mmol, tetrakis(triphenylphosphine)palladium(0) (23.8 mgs, 0.021... The reactants are I.ClC=1N=CN(C1)C1=C(C=C(C=C1)NC(=N)SC)OC (Methyl 4-(4-chloro-1H-imidazol-1-yl)-3-methoxyphenylcarbamimidothioate, hydroiodide), ClCCCCC(C(=O)O)C=1C=NC(=CC1)Cl (6-chloro-2-(6-chloropyridin-3-yl)hexanoic acid), NN (hydrazine). Yields the product ClCCCCC(C=1C=NC(=CC1)Cl)C1=NC(=NN1)NC1=CC(=C(C=C1)N1C=NC(=C1)Cl)OC (5-(5-chloro-1-(6-chloropyridin-3-yl)pentyl)-N-(4-(4-chloro-1H-imidazol-1-yl)-3-methoxyphenyl)-1H-1,2,4-triazol-3-amine). Isolated yield 23.0%. As a reaction SMILES: I.[Cl:2][C:3]1[N:4]=[CH:5][N:6]([C:8]2[CH:13]=[CH:12][C:11]([NH:14][C:15](SC)=[NH:16])=[CH:10][C:9]=2[O:19][CH3:20])[CH:7]=1.[Cl:21][CH2:22][CH2:23][CH2:24][CH2:25][CH:26]([C:30]1[CH:31]=[N:32][C:33]([Cl:36])=[CH:34][CH:35]=1)[C:27](O)=O.[NH2:37][NH2:38]>>[Cl:21][CH2:22][CH2:23][CH2:24][CH2:25][CH:26]([C:27]1[NH:38][N:37]=[C:15]([NH:14][C:11]2[CH:12]=[CH:13][C:8]([N:6]3[CH:7]=[C:3]([Cl:2])[N:4]=[CH:5]3)=[C:9]([O:19][CH3:20])[CH:10]=2)[N:16]=1)[C:30]1[CH:31]=[N:32][C:33]([Cl:36])=[CH:34][CH:35]=1 |f:0.1|. Procedure details: Methyl 4-(4-chloro-1H-imidazol-1-yl)-3-methoxyphenylcarbamimidothioate, hydroiodide (500 mg, 1.69 mmol, from preparation A) and 6-chloro-2-(6-chloropyridin-3-yl)hexanoic acid (442 mg, 1.69 mmol, from preparation AJ) were coupled and then reacted with hydrazine (0.211 mL, 6.74 mmol) using a procedure analogous to Step A of Example 13. The crude products were purified using silica gel chromatography (40-100% ethyl acetate/chloroform) to afford 5-(5-chloro-1-(6-chloropyridin-3-yl)pentyl)-N-(4-(4-ch... Reactants: C(CC(C)C)C(C(=O)OC)C(=O)OC (Dimethyl isoamylmalonate), aqueous solution. Solvent: [OH-].[Na+] (sodium hydroxide). Product: C(CC(C)C)C(C(=O)O)C(=O)O (isoamylmalonic acid). Reaction SMILES: [CH2:1]([CH:6]([C:11]([O:13]C)=[O:12])[C:7]([O:9]C)=[O:8])[CH2:2][CH:3]([CH3:5])[CH3:4]>[OH-].[Na+]>[CH2:1]([CH:6]([C:11]([OH:13])=[O:12])[C:7]([OH:9])=[O:8])[CH2:2][CH:3]([CH3:5])[CH3:4] |f:1.2|. Procedure: Dimethyl isoamylmalonate (71.7 g) was added to a 50% aqueous solution of sodium hydroxide (60 ml), and the mixture was heated under reflux for 6 h. After cooling, the mixture was extracted with ether; the water layer was acidified with hydrochloric acid and, after saturation with sodium chloride, was extracted with ether. The extracts from the acidic aqueous layer were concentrated under reduced pressure to give isoamylmalonic acid. The obtained dicaboxylic acid was heated at 180° C. for 2 h. Af... The reactants are C1CCOC1, CCCC[N+](CCCC)(CCCC)CCCC, [F-], CC(C)(C)[Si](Oc1cccc2c1CCCC(O)(COC(=O)N(c1ccccc1)c1ccccc1)C2O)(c1ccccc1)c1ccccc1, CC(C)(C)[Si](Oc1cccc2c1CCC(O)C(O)(COC(=O)N(c1ccccc1)c1ccccc1)C2)(c1ccccc1)c1ccccc1. Yields the product O=C(OCC1(O)CCCc2c(O)cccc2C1O)N(c1ccccc1)c1ccccc1. RXN SMILES: [CH2:115]1[O:116][CH2:117][CH2:118][CH2:119]1.[CH3:98][CH2:99][CH2:100][CH2:101][N+:102]([CH2:103][CH2:104][CH2:105][CH3:106])([CH2:107][CH2:108][CH2:109][CH3:110])[CH2:111][CH2:112][CH2:113][CH3:114].[F-:97].[c:1]1([N:7]([C:8]([O:9][CH2:10][C:11]2([OH:41])[CH:12]([OH:40])[c:13]3[c:14]([c:18]([O:22][Si:23]([C:24]([CH3:25])([CH3:26])[CH3:27])([c:28]4[cH:29][cH:30][cH:31][cH:32][cH:33]4)[c:34]4[cH:35][cH:36][cH:37][cH:38][cH:39]4)[cH:19][cH:20][cH:21]3)[CH2:15][CH2:16][CH2:17]2)=[O:42])[c:43]2[cH:44][cH:45][cH:46][cH:47][cH:48]2)[cH:2][cH:3][cH:4][cH:5][cH:6]1.[c:49]1([N:50]([c:51]2[cH:52][cH:53][cH:54][cH:55][cH:56]2)[C:57](=[O:58])[O:59][CH2:60][C:61]2([OH:62])[CH:63]([OH:64])[CH2:65][CH2:66][c:67]3[c:68]([O:69][Si:70]([C:71]([CH3:72])([CH3:73])[CH3:74])([c:75]4[cH:76][cH:77][cH:78][cH:79][cH:80]4)[c:81]4[cH:82][cH:83][cH:84][cH:85][cH:86]4)[cH:87][cH:88][cH:89][c:90]3[CH2:91]2)[cH:92][cH:93][cH:94][cH:95][cH:96]1>>[c:1]1([N:7]([C:8]([O:9][CH2:10][C:11]2([OH:41])[CH:12]([OH:40])[c:13]3[c:14]([c:18]([OH:22])[cH:19][cH:20][cH:21]3)[CH2:15][CH2:16][CH2:17]2)=[O:42])[c:43]2[cH:44][cH:45][cH:46][cH:47][cH:48]2)[cH:2][cH:3][cH:4][cH:5][cH:6]1. Reactants: CC(CBr)C1OCCO1, Cc1ccccc1, c1ccc(P(c2ccccc2)c2ccccc2)cc1. The product is [Br-], CC(C[P+](c1ccccc1)(c1ccccc1)c1ccccc1)C1OCCO1. Reaction SMILES: [Br:1][CH2:2][CH:3]([CH3:4])[CH:5]1[O:6][CH2:7][CH2:8][O:9]1.[CH3:29][c:30]1[cH:31][cH:32][cH:33][cH:34][cH:35]1.[c:10]1([P:16]([c:17]2[cH:18][cH:19][cH:20][cH:21][cH:22]2)[c:23]2[cH:24][cH:25][cH:26][cH:27][cH:28]2)[cH:11][cH:12][cH:13][cH:14][cH:15]1>>[Br-:1].[CH2:2]([CH:3]([CH3:4])[CH:5]1[O:6][CH2:7][CH2:8][O:9]1)[P+:16]([c:10]1[cH:11][cH:12][cH:13][cH:14][cH:15]1)([c:17]1[cH:18][cH:19][cH:20][cH:21][cH:22]1)[c:23]1[cH:24][cH:25][cH:26][cH:27][cH:28]1. Starting materials: ClC1=C(C(=O)OC)C=CC=N1 (methyl 2-chloronicotinate), CO (methanol), [NH4+].[OH-] (NH4OH), CO (methanol), C(C)N (ethylamine). Run in O (water). Yields the product C(C)NC1=C(C(=O)OC)C=CC=N1 (2-ethylaminonicotinic acid, methyl ester). As a reaction SMILES: Cl[C:2]1[N:11]=[CH:10][CH:9]=[CH:8][C:3]=1[C:4]([O:6][CH3:7])=[O:5].CO.[CH2:14]([NH2:16])[CH3:15].[NH4+].[OH-]>O>[CH2:14]([NH:16][C:2]1[N:11]=[CH:10][CH:9]=[CH:8][C:3]=1[C:4]([O:6][CH3:7])=[O:5])[CH3:15] |f:3.4|. Procedure: To 10 g. (0.06 mole) of methyl 2-chloronicotinate in 50 ml. of methanol was added 6.0 g. (0.13 mole) of ethylamine in 25 ml. of methanol and this was placed into an autoclave and heated on a steam bath for 4 hours. Then the reaction solution was stripped, water added, made very basic via NH4OH, extracted into CHCl3, washed with water, dried and then stripped to dryness to yield 2-ethylaminonicotinic acid, methyl ester. An HCl-salt was prepared by adding the crude residue to ethyl acetate and the...